Dataset: the Open Reaction Database (ORD), a public repository of structured organic reaction records. Task: describe an organic reaction: reactants, conditions, products, and yield The reactants are NC=1C=C(C(=C(C1)[C@]1(N=C(O[C@@H](C1)C(F)(F)F)N)C)F)F ((4S,6S)-4-(5-amino-2,3-difluorophenyl)-4-methyl-6-(trifluoromethyl)-5,6-dihydro-4H-1,3-oxazin-2-amine), C(#N)C=1C=CC(=NC1)C(=O)O (5-cyano-2-pyridinecarboxylic acid), [Cl-].COC1=NC(=NC(=N1)OC)[N+]1(CCOCC1)C (4-(4,6-dimethoxy-1,3,5-triazin-2-yl)-4-methylmorpholinium chloride). Solvent: C1CCOC1 (THF), CO (MeOH). Reaction conditions: time 30 minute. Yields the product NC=1O[C@@H](C[C@@](N1)(C)C=1C=C(C=C(C1F)F)NC(C1=NC=C(C=C1)C#N)=O)C(F)(F)F (N-(3-((4S,6S)-2-amino-4-methyl-6-(trifluoromethyl)-5,6-dihydro-4H-1,3-oxazin-4-yl)-4,5-difluorophenyl)-5-cyanopicolinamide). The yield is 39.4%. As a reaction SMILES: [NH2:1][C:2]1[CH:3]=[C:4]([F:21])[C:5]([F:20])=[C:6]([C@:8]2([CH3:19])[CH2:13][C@@H:12]([C:14]([F:17])([F:16])[F:15])[O:11][C:10]([NH2:18])=[N:9]2)[CH:7]=1.[C:22]([C:24]1[CH:25]=[CH:26][C:27]([C:30](O)=[O:31])=[N:28][CH:29]=1)#[N:23].[Cl-].COC1N=C(OC)N=C([N+]2(C)CCOCC2)N=1>C1COCC1.CO>[NH2:18][C:10]1[O:11][C@H:12]([C:14]([F:17])([F:16])[F:15])[CH2:13][C@:8]([C:6]2[CH:7]=[C:2]([NH:1][C:30](=[O:31])[C:27]3[CH:26]=[CH:25][C:24]([C:22]#[N:23])=[CH:29][N:28]=3)[CH:3]=[C:4]([F:21])[C:5]=2[F:20])([CH3:19])[N:9]=1 |f:2.3|. Procedure details: To a cooled (ice bath) solution of (4S,6S)-4-(5-amino-2,3-difluorophenyl)-4-methyl-6-(trifluoromethyl)-5,6-dihydro-4H-1,3-oxazin-2-amine (0.095 g, 0.307 mmol) and 5-cyano-2-pyridinecarboxylic acid (0.055 g, 0.369 mmol) in THF (2.5 mL) and MeOH (1.5 mL) was added 4-(4,6-dimethoxy-1,3,5-triazin-2-yl)-4-methylmorpholinium chloride (0.118 g, 0.399 mmol). After stirring for 30 min, the ice bath was removed. The reaction was stirred at ambient temperature for 15 h. The reaction was quenched with satur... Reactants: CCOC(C(=O)O)C(=O)NC1C(=O)N(CCOCc2ccccc2)c2ccccc2-c2ccccc21, NCC(F)(F)C(F)(F)F. Yields the product CCOC(C(=O)NCC(F)(F)C(F)(F)F)C(=O)NC1C(=O)N(CCOCc2ccccc2)c2ccccc2-c2ccccc21. Reaction SMILES: [CH2:1]([c:2]1[cH:3][cH:4][cH:5][cH:6][cH:7]1)[O:8][CH2:9][CH2:10][N:11]1[c:12]2[c:13]([cH:33][cH:34][cH:35][cH:36]2)-[c:14]2[c:15]([cH:29][cH:30][cH:31][cH:32]2)[CH:16]([NH:19][C:20]([CH:21]([C:22](=[O:23])[OH:24])[O:25][CH2:26][CH3:27])=[O:28])[C:17]1=[O:18].[F:37][C:38]([CH2:39][NH2:40])([C:41]([F:42])([F:43])[F:44])[F:45]>>[CH2:1]([c:2]1[cH:3][cH:4][cH:5][cH:6][cH:7]1)[O:8][CH2:9][CH2:10][N:11]1[c:12]2[c:13]([cH:33][cH:34][cH:35][cH:36]2)-[c:14]2[c:15]([cH:29][cH:30][cH:31][cH:32]2)[CH:16]([NH:19][C:20]([CH:21]([C:22](=[O:24])[NH:40][CH2:39][C:38]([F:37])([C:41]([F:42])([F:43])[F:44])[F:45])[O:25][CH2:26][CH3:27])=[O:28])[C:17]1=[O:18]. Reactants: [N+](=O)([O-])C=1C=CC(=NC1)OC1=CC=C(C=C1)CC(=O)OC (methyl 2-[4-(5-nitropyridin-2-yloxy)phenyl]acetate), [H-].[Na+] (sodium hydride), CI (methyl iodide), [Cl-].[NH4+] (ammonium chloride). Run in CN(C)C=O (DMF). Conditions: temperature 0 celsius, time 1 hour. Yields the product [N+](=O)([O-])C=1C=CC(=NC1)OC1=CC=C(C=C1)C(C(=O)OC)C (methyl 2-[4-(5-nitropyridin-2-yloxy)phenyl]propionate). As a reaction SMILES: [N+:1]([C:4]1[CH:5]=[CH:6][C:7]([O:10][C:11]2[CH:16]=[CH:15][C:14]([CH2:17][C:18]([O:20][CH3:21])=[O:19])=[CH:13][CH:12]=2)=[N:8][CH:9]=1)([O-:3])=[O:2].[H-].[Na+].[CH3:24]I.[Cl-].[NH4+]>CN(C=O)C>[N+:1]([C:4]1[CH:5]=[CH:6][C:7]([O:10][C:11]2[CH:16]=[CH:15][C:14]([CH:17]([CH3:24])[C:18]([O:20][CH3:21])=[O:19])=[CH:13][CH:12]=2)=[N:8][CH:9]=1)([O-:3])=[O:2] |f:1.2,4.5|. Procedure details: To a solution of methyl 2-[4-(5-nitropyridin-2-yloxy)phenyl]acetate (0.50 g, 1.7 mmol) in DMF (10 mL) were added 60% sodium hydride (0.153 g, 3.8 mmol) and methyl iodide (0.13 mL, 2.1 mmol), and the resulting reaction solution was stirred for 1 hour at 0° C. To the reaction solution was added saturated aqueous ammonium chloride, and extracted with ethyl acetate. The ethyl acetate layer was washed with water and saturated aqueous sodium chloride. The ethyl acetate layer was dried over anhydrous m... Starting materials: COC(=O)c1ccc(-c2cccc([N+](=O)[O-])c2OC)o1, CO. Product: COC(=O)c1ccc(-c2cccc(N)c2OC)o1. RXN SMILES: [CH3:1][O:2][C:3](=[O:4])[c:5]1[o:6][c:7](-[c:10]2[c:11]([O:19][CH3:20])[c:12]([N+:16]([O-:17])=[O:18])[cH:13][cH:14][cH:15]2)[cH:8][cH:9]1.[CH3:21][OH:22]>>[CH3:1][O:2][C:3](=[O:4])[c:5]1[o:6][c:7](-[c:10]2[c:11]([O:19][CH3:20])[c:12]([NH2:16])[cH:13][cH:14][cH:15]2)[cH:8][cH:9]1. Reactants: CC=C1CCC2C3CCC4CC(O)CCC4(C)C3C(N(C)C)CC12C, CCO. Yields the product CCC1CCC2C3CCC4CC(O)CCC4(C)C3C(N(C)C)CC12C. Reaction SMILES: [CH3:1][N:2]([CH3:3])[CH:4]1[CH:5]2[C:6]3([CH3:25])[CH2:7][CH2:8][CH:9]([OH:24])[CH2:10][CH:11]3[CH2:12][CH2:13][CH:14]2[CH:15]2[CH2:16][CH2:17][C:18](=[CH:19][CH3:20])[C:21]2([CH3:23])[CH2:22]1.[CH3:26][CH2:27][OH:28]>>[CH3:1][N:2]([CH3:3])[CH:4]1[CH:5]2[C:6]3([CH3:25])[CH2:7][CH2:8][CH:9]([OH:24])[CH2:10][CH:11]3[CH2:12][CH2:13][CH:14]2[CH:15]2[CH2:16][CH2:17][CH:18]([CH2:19][CH3:20])[C:21]2([CH3:23])[CH2:22]1. Reactants: CI (methyl iodide), CI (Methyl iodide), C(=O)C1=CC=2NC=C(C(C2S1)=O)C(=O)OCC (ethyl 2-formyl-7-oxo-4,7-dihydrothieno[3,2-b]pyridine-6-carboxylate), C([O-])([O-])=O.[K+].[K+] (potassium carbonate). The solvent is CN(C)C=O (DMF), O (water). Conditions: time 1 hour. The product is C(=O)C1=CC=2N(C=C(C(C2S1)=O)C(=O)OCC)C (Ethyl 2-formyl-4-methyl-7-oxo-4,7-dihydrothieno[3,2-b]pyridine-6-carboxylate). Yield: 41.2%. As a reaction SMILES: CI.[CH:3]([C:5]1[S:13][C:12]2[C:11](=[O:14])[C:10]([C:15]([O:17][CH2:18][CH3:19])=[O:16])=[CH:9][NH:8][C:7]=2[CH:6]=1)=[O:4].[C:20](=O)([O-])[O-].[K+].[K+]>CN(C=O)C.O>[CH:3]([C:5]1[S:13][C:12]2[C:11](=[O:14])[C:10]([C:15]([O:17][CH2:18][CH3:19])=[O:16])=[CH:9][N:8]([CH3:20])[C:7]=2[CH:6]=1)=[O:4] |f:2.3.4|. Reported procedure: Methyl iodide (1.2 mL, 19.3 mmol) was added to a mixture of ethyl 2-formyl-7-oxo-4,7-dihydrothieno[3,2-b]pyridine-6-carboxylate (3.0 g, 11.9 mmol), potassium carbonate (2.5 g, 18.1 mmol) in DMF (30 mL) at 0° C. After the addition of methyl iodide, the mixture was stirred at room temperature for 1 hr. The mixture was diluted with water (40 mL), stirred at room temperature for 15 minutes, and then filtered. The collected solid was washed with water and dried in vacuo, leaving a solid (1.3 g, 41%).... The product is C1(=CC=CC=C1)C(N1CCC(CC1)CCl)C1=CC=CC=C1 (1-diphenylmethyl-4-chloromethylpiperidine). The reactants are O=S(Cl)Cl (SOCl2), C1(=CC=CC=C1)C(N1CCC(CC1)CO)C1=CC=CC=C1 (1-diphenylmethyl-4-hydroxymethylpiperidine). The yield is 70.1%. Reaction SMILES: O=S(Cl)[Cl:3].[C:5]1([CH:11]([C:20]2[CH:25]=[CH:24][CH:23]=[CH:22][CH:21]=2)[N:12]2[CH2:17][CH2:16][CH:15]([CH2:18]O)[CH2:14][CH2:13]2)[CH:10]=[CH:9][CH:8]=[CH:7][CH:6]=1>C1C=CC=CC=1>[C:5]1([CH:11]([C:20]2[CH:25]=[CH:24][CH:23]=[CH:22][CH:21]=2)[N:12]2[CH2:17][CH2:16][CH:15]([CH2:18][Cl:3])[CH2:14][CH2:13]2)[CH:10]=[CH:9][CH:8]=[CH:7][CH:6]=1. Procedure details: Step 2): SOCl2 (0.6 ml, 8.2 mmol) was added dropwise to a solution of 1-diphenylmethyl-4-hydroxymethylpiperidine (1.0 g, 3.6 mmol) in benzene (7 ml) at room temperature. The mixture was refluxed for 18 hours and then concentrated. The residue was dissolved in ethyl acetate, washed with 5% NaOH solution, dried (MgSO4) and concentrated. The residue was recrystallized (ethyl acetate/ether/hexane) to give 1-diphenylmethyl-4-chloromethylpiperidine (70.1%): mp 73°-75° C. The solvent is C1=CC=CC=C1 (benzene).